From a dataset of the Open Reaction Database (ORD), a public repository of structured organic reaction records. describe an organic reaction: reactants, conditions, products, and yield Reactants: CC1CCCN1C1CC(c2nc3ccc(Br)cc3s2)C1, Cc1ccc(=O)[nH]c1, O=c1cccn[nH]1. Product: Cc1ccc(=O)n(-c2ccc3nc(C4CC(N5CCCC5C)C4)sc3c2)c1. RXN SMILES: [Br:1][c:2]1[cH:3][c:4]2[c:5]([n:6][c:7]([CH:9]3[CH2:10][CH:11]([N:13]4[CH:14]([CH3:18])[CH2:15][CH2:16][CH2:17]4)[CH2:12]3)[s:8]2)[cH:19][cH:20]1.[CH3:21][c:22]1[cH:23][cH:24][c:25](=[O:28])[nH:26][cH:27]1.[n:29]1[nH:30][c:31](=[O:32])[cH:33][cH:34][cH:35]1>>[c:2]1(-[n:26]2[c:25](=[O:28])[cH:24][cH:23][c:22]([CH3:21])[cH:27]2)[cH:3][c:4]2[c:5]([n:6][c:7]([CH:9]3[CH2:10][CH:11]([N:13]4[CH:14]([CH3:18])[CH2:15][CH2:16][CH2:17]4)[CH2:12]3)[s:8]2)[cH:19][cH:20]1. Reactants: C1CCOC1, COC(=O)Cc1ccc(N)c(Cl)c1, O=C=Nc1ccccc1. Yields the product COC(=O)Cc1ccc(NC(=O)Nc2ccccc2)c(Cl)c1. Reaction SMILES: [CH2:23]1[O:24][CH2:25][CH2:26][CH2:27]1.[NH2:1][c:2]1[c:3]([Cl:13])[cH:4][c:5]([CH2:8][C:9](=[O:10])[O:11][CH3:12])[cH:6][cH:7]1.[O:14]=[C:15]=[N:16][c:17]1[cH:18][cH:19][cH:20][cH:21][cH:22]1>>[NH:1]([c:2]1[c:3]([Cl:13])[cH:4][c:5]([CH2:8][C:9](=[O:10])[O:11][CH3:12])[cH:6][cH:7]1)[C:15](=[O:14])[NH:16][c:17]1[cH:18][cH:19][cH:20][cH:21][cH:22]1. Starting materials: ClC=1C=CC(=C(C1)C1=NC2=NC=CC=C2C(=C1)B(O)O)F (2-(5-chloro-2-fluoro-phenyl)-[1,8]naphthyridine-4-boronic acid), ClC1=NC(=CN=C1)Cl (2,6-dichloropyrazine), C([O-])(O)=O.[Na+] (sodium bicarbonate). Reagents/catalysts: C1=CC=C(C=C1)P(C2=CC=CC=C2)C3=CC=CC=C3.C1=CC=C(C=C1)P(C2=CC=CC=C2)C3=CC=CC=C3.Cl[Pd]Cl (bis-(triphenylphosphine)-palladium(II)-chloride). Run in CN(C)C=O (DMF), O (water), O (Water). Conditions: temperature 80 celsius, time 16 hour. The product is ClC=1C=CC(=C(C1)C1=NC2=NC=CC=C2C(=C1)C1=NC(=CN=C1)Cl)F (2-(5-chloro-2-fluoro-phenyl)-4-(6-chloro-pyrazin-2-yl)-[1,8]naphthyridine). As a reaction SMILES: [Cl:1][C:2]1[CH:3]=[CH:4][C:5]([F:21])=[C:6]([C:8]2[CH:17]=[C:16](B(O)O)[C:15]3[C:10](=[N:11][CH:12]=[CH:13][CH:14]=3)[N:9]=2)[CH:7]=1.[Cl:22][C:23]1[CH:28]=[N:27][CH:26]=[C:25](Cl)[N:24]=1.C(=O)(O)[O-].[Na+]>CN(C=O)C.O.C1C=CC(P(C2C=CC=CC=2)C2C=CC=CC=2)=CC=1.C1C=CC(P(C2C=CC=CC=2)C2C=CC=CC=2)=CC=1.Cl[Pd]Cl>[Cl:1][C:2]1[CH:3]=[CH:4][C:5]([F:21])=[C:6]([C:8]2[CH:17]=[C:16]([C:25]3[CH:26]=[N:27][CH:28]=[C:23]([Cl:22])[N:24]=3)[C:15]3[C:10](=[N:11][CH:12]=[CH:13][CH:14]=3)[N:9]=2)[CH:7]=1 |f:2.3,6.7.8|. Procedure details: A solution of 302 mg (1.00 mmol) 2-(5-chloro-2-fluoro-phenyl)-[1,8]naphthyridine-4-boronic acid, 194 mg (1.30 mmol) 2,6-dichloropyrazine and 101 mg (1.2 mmol) sodium bicarbonate in 4 ml DMF and 1 ml water was heated to 80° C. under nitrogen. Then 14.0 mg (0.02 mmol) bis-(triphenylphosphine)-palladium(II)-chloride were added and the reaction mixture was stirred for 16 hours at 80° C. Water was added to the reaction mixture and the resulting precipitate was filtered off. The residue was chromatogr... Starting materials: CCN=C=NCCCN(C)C, CCN(C(C)C)C(C)C, Cl, O=C(O)c1ccc(Oc2c(F)cccc2F)cc1, NCC(=O)N1CCN(C(=O)c2ccccc2C(F)(F)F)CC1, CN(C)C=O, O, On1nnc2ccccc21. Yields the product O=C(NCC(=O)N1CCN(C(=O)c2ccccc2C(F)(F)F)CC1)c1ccc(Oc2c(F)cccc2F)cc1. Reaction SMILES: [CH3:42][CH2:43][N:44]=[C:45]=[N:46][CH2:47][CH2:48][CH2:49][N:50]([CH3:51])[CH3:52].[CH:1]([N:2]([CH2:3][CH3:4])[CH:5]([CH3:6])[CH3:7])([CH3:8])[CH3:9].[ClH:53].[F:54][c:55]1[c:56]([O:57][c:58]2[cH:59][cH:60][c:61]([C:62](=[O:63])[OH:64])[cH:65][cH:66]2)[c:67]([F:71])[cH:68][cH:69][cH:70]1.[NH2:10][CH2:11][C:12](=[O:13])[N:14]1[CH2:15][CH2:16][N:17]([C:20]([c:21]2[c:22]([C:27]([F:28])([F:29])[F:30])[cH:23][cH:24][cH:25][cH:26]2)=[O:31])[CH2:18][CH2:19]1.[O:72]=[CH:73][N:74]([CH3:75])[CH3:76].[OH2:77].[OH:32][n:33]1[c:34]2[c:35]([cH:36][cH:37][cH:38][cH:39]2)[n:40][n:41]1>>[NH:10]([CH2:11][C:12](=[O:13])[N:14]1[CH2:15][CH2:16][N:17]([C:20]([c:21]2[c:22]([C:27]([F:28])([F:29])[F:30])[cH:23][cH:24][cH:25][cH:26]2)=[O:31])[CH2:18][CH2:19]1)[C:62]([c:61]1[cH:60][cH:59][c:58]([O:57][c:56]2[c:55]([F:54])[cH:70][cH:69][cH:68][c:67]2[F:71])[cH:66][cH:65]1)=[O:63]. Reactants: CN(C)CC(CC(=O)OCc1ccccc1)NC(=O)CCCCCCCCOCCc1ccccc1, CN(C)CC(CC(=O)O)NC(=O)CCCCCCCCOc1ccccc1F. Yields the product CN(C)CC(CC(=O)O)NC(=O)CCCCCCCCOCCc1ccccc1. Reaction SMILES: [CH2:1]([c:2]1[cH:3][cH:4][cH:5][cH:6][cH:7]1)[O:8][C:9]([CH2:10][CH:11]([CH2:12][N:13]([CH3:14])[CH3:15])[NH:16][C:17]([CH2:18][CH2:19][CH2:20][CH2:21][CH2:22][CH2:23][CH2:24][CH2:25][O:26][CH2:27][CH2:28][c:29]1[cH:30][cH:31][cH:32][cH:33][cH:34]1)=[O:35])=[O:36].[CH3:37][N:38]([CH3:39])[CH2:40][CH:41]([NH:42][C:43](=[O:44])[CH2:45][CH2:46][CH2:47][CH2:48][CH2:49][CH2:50][CH2:51][CH2:52][O:53][c:54]1[cH:55][cH:56][cH:57][cH:58][c:59]1[F:60])[CH2:61][C:62]([OH:63])=[O:64]>>[O:8]=[C:9]([CH2:10][CH:11]([CH2:12][N:13]([CH3:14])[CH3:15])[NH:16][C:17]([CH2:18][CH2:19][CH2:20][CH2:21][CH2:22][CH2:23][CH2:24][CH2:25][O:26][CH2:27][CH2:28][c:29]1[cH:30][cH:31][cH:32][cH:33][cH:34]1)=[O:35])[OH:36]. Starting materials: CO, Cl, C1=C(c2nc(-c3ccccc3)c(-c3ccccc3)o2)C(Cc2cccc(-c3ccccc3-c3nnn(C(c4ccccc4)(c4ccccc4)c4ccccc4)n3)c2)CCC1. The product is C1=C(c2nc(-c3ccccc3)c(-c3ccccc3)o2)C(Cc2cccc(-c3ccccc3-c3nnn[nH]3)c2)CCC1. As a reaction SMILES: [CH3:62][OH:63].[ClH:61].[c:1]1(-[c:7]2[n:8][c:9]([C:18]3=[CH:23][CH2:22][CH2:21][CH2:20][CH:19]3[CH2:24][c:25]3[cH:26][c:27](-[c:31]4[c:32](-[c:37]5[n:38][n:39][n:40]([C:42]([c:43]6[cH:44][cH:45][cH:46][cH:47][cH:48]6)([c:49]6[cH:50][cH:51][cH:52][cH:53][cH:54]6)[c:55]6[cH:56][cH:57][cH:58][cH:59][cH:60]6)[n:41]5)[cH:33][cH:34][cH:35][cH:36]4)[cH:28][cH:29][cH:30]3)[o:10][c:11]2-[c:12]2[cH:13][cH:14][cH:15][cH:16][cH:17]2)[cH:2][cH:3][cH:4][cH:5][cH:6]1>>[c:1]1(-[c:7]2[n:8][c:9]([C:18]3=[CH:23][CH2:22][CH2:21][CH2:20][CH:19]3[CH2:24][c:25]3[cH:26][c:27](-[c:31]4[c:32](-[c:37]5[n:38][n:39][n:40][nH:41]5)[cH:33][cH:34][cH:35][cH:36]4)[cH:28][cH:29][cH:30]3)[o:10][c:11]2-[c:12]2[cH:13][cH:14][cH:15][cH:16][cH:17]2)[cH:2][cH:3][cH:4][cH:5][cH:6]1. The reactants are CC(C)C=C(C#N)CC(=O)O, CO, [K]. Product: CC(C)CC(C#N)CC(=O)O. As a reaction SMILES: [C:2](#[N:3])[C:4]([CH2:5][C:6](=[O:7])[OH:8])=[CH:9][CH:10]([CH3:11])[CH3:12].[CH3:13][OH:14].[K:1]>>[C:2](#[N:3])[CH:4]([CH2:5][C:6](=[O:7])[OH:8])[CH2:9][CH:10]([CH3:11])[CH3:12]. The reactants are N#Cc1cccc(NC(=O)Nc2ccc(S(=O)(=O)NCc3ccc(S(N)(=O)=O)cc3)cc2)c1, CCCCN1CCNCC1. Yields the product CCCCN1CCN(C(=N)c2cccc(NC(=O)Nc3ccc(S(=O)(=O)NCc4ccc(S(N)(=O)=O)cc4)cc3)c2)CC1. RXN SMILES: [C:1](#[N:2])[c:3]1[cH:4][c:5]([NH:9][C:10]([NH:11][c:12]2[cH:13][cH:14][c:15]([S:18](=[O:19])(=[O:20])[NH:21][CH2:22][c:23]3[cH:24][cH:25][c:26]([S:29]([NH2:30])(=[O:31])=[O:32])[cH:27][cH:28]3)[cH:16][cH:17]2)=[O:33])[cH:6][cH:7][cH:8]1.[CH2:34]([CH2:35][CH2:36][CH3:37])[N:38]1[CH2:39][CH2:40][NH:41][CH2:42][CH2:43]1>>[C:1](=[NH:2])([c:3]1[cH:4][c:5]([NH:9][C:10]([NH:11][c:12]2[cH:13][cH:14][c:15]([S:18](=[O:19])(=[O:20])[NH:21][CH2:22][c:23]3[cH:24][cH:25][c:26]([S:29]([NH2:30])(=[O:31])=[O:32])[cH:27][cH:28]3)[cH:16][cH:17]2)=[O:33])[cH:6][cH:7][cH:8]1)[N:41]1[CH2:40][CH2:39][N:38]([CH2:34][CH2:35][CH2:36][CH3:37])[CH2:43][CH2:42]1. The reactants are C([O-])(O)=O.[Na+] (sodium bicarbonate), CN1CCC(CC1)N (1-methylpiperidin-4-amine), C(C)(C)N(C(C)C)CC (N,N-diisopropyl ethylamine), ClC1=NC(=NC(=N1)N1CCOCC1)N1C(=NC2=C1C=CC=C2)C(F)F (1-[4-chloro-6-(morpholin-4-yl)-1,3,5-triazin-2-yl]-2-(difluoromethyl)-1H-benzimidazole). Solvent: C(Cl)(Cl)Cl (chloroform), CN(C=O)C (N,N-dimethylformamide), CN(C=O)C (N,N-dimethylformamide), CN(C=O)C (N,N-dimethylformamide). Run at temperature 80 celsius, time 8 hour. Yields the product FC(C1=NC2=C(N1C1=NC(=NC(=N1)N1CCOCC1)NC1CCN(CC1)C)C=CC=C2)F (4-[2-(difluoromethyl)-1H-benzimidazolyl]-N-(1-methylpiperidin-4-yl)-6-(morpholin-4-yl)-1,3,5-triazin-2-amine). Yield: 99.6%. RXN SMILES: [CH3:1][N:2]1[CH2:7][CH2:6][CH:5]([NH2:8])[CH2:4][CH2:3]1.C(N(CC)C(C)C)(C)C.Cl[C:19]1[N:24]=[C:23]([N:25]2[CH2:30][CH2:29][O:28][CH2:27][CH2:26]2)[N:22]=[C:21]([N:31]2[C:35]3[CH:36]=[CH:37][CH:38]=[CH:39][C:34]=3[N:33]=[C:32]2[CH:40]([F:42])[F:41])[N:20]=1.C(=O)(O)[O-].[Na+]>CN(C)C=O.C(Cl)(Cl)Cl>[F:42][CH:40]([F:41])[C:32]1[N:31]([C:21]2[N:22]=[C:23]([N:25]3[CH2:26][CH2:27][O:28][CH2:29][CH2:30]3)[N:24]=[C:19]([NH:8][CH:5]3[CH2:6][CH2:7][N:2]([CH3:1])[CH2:3][CH2:4]3)[N:20]=2)[C:35]2[CH:36]=[CH:37][CH:38]=[CH:39][C:34]=2[N:33]=1 |f:3.4|. Procedure: To a solution of 1-methylpiperidin-4-amine (4.6 mg) in N,N-dimethylformamide (200 μL) were added a solution of N,N-diisopropyl ethylamine (8.7 μL) in N,N-dimethylformamide (50 μL) and a solution of 1-[4-chloro-6-(morpholin-4-yl)-1,3,5-triazin-2-yl]-2-(difluoromethyl)-1H-benzimidazole (9.2 mg) in N,N-dimethylformamide (300 μL), followed by stirring at 80° C. overnight. To the reaction mixture were added a saturated aqueous sodium bicarbonate solution and chloroform at room temperature, followed b... Starting materials: NC1CCN2CCC3=C(C2C1)C=CC=C3 (2-Amino-1,3,4,6,7,11b-hexahydro-2H-benzo[a]quinolizine), C(C1=CC=CC=C1)(=O)N=C=O (benzoyl isocyanate). The solvent is C1=CC=CC=C1 (benzene). Yields the product C1C(CCN2CCC3=C(C12)C=CC=C3)NC(=O)NC(C3=CC=CC=C3)=O (1-(1,3,4,6,7,11b-Hexahydro-2H-benzo[a]quinolizin-2-yl)-3-benzoyl urea). Isolated yield 72.4%. Reaction SMILES: [NH2:1][CH:2]1[CH2:11][CH:10]2[N:5]([CH2:6][CH2:7][C:8]3[CH:15]=[CH:14][CH:13]=[CH:12][C:9]=32)[CH2:4][CH2:3]1.[C:16]([N:24]=[C:25]=[O:26])(=[O:23])[C:17]1[CH:22]=[CH:21][CH:20]=[CH:19][CH:18]=1>C1C=CC=CC=1>[CH2:11]1[CH:10]2[N:5]([CH2:6][CH2:7][C:8]3[CH:15]=[CH:14][CH:13]=[CH:12][C:9]=32)[CH2:4][CH2:3][CH:2]1[NH:1][C:25]([NH:24][C:16](=[O:23])[C:17]1[CH:18]=[CH:19][CH:20]=[CH:21][CH:22]=1)=[O:26]. Procedure details: 2-Amino-1,3,4,6,7,11b-hexahydro-2H-benzo[a]quinolizine (0.260 g) and benzoyl isocyanate (0.213 g, 5% excess) were condensed together in benzene (50 ml) in a manner analogous to that of Example 1 to give the title compound (0.325 g). Crystallization from EtOH/HCl afforded the hydrochloride (0.343 g). m.p. 171.0° C. C21H23N3O2.HCl.2H2O requires C, 59.78; H, 6.69; N, 9.96%, Found: C, 60.06; H, 6.50; N 9.89%.